This data is from the Open Reaction Database (ORD), a public repository of structured organic reaction records. The task is: describe an organic reaction: reactants, conditions, products, and yield Reactants: F[B-](F)(F)F, CCOC(=O)C1CC(C(O[SiH](C)C)C(C)(C)C)CNC1=O, O=C([O-])O, C[O+](C)C, ClCCl, [Na+]. Yields the product CCOC(=O)C1CC(C(O[SiH](C)C)C(C)(C)C)CN=C1OC. As a reaction SMILES: [B-:22]([F:23])([F:24])([F:25])[F:26].[C:1](=[O:2])([O:3][CH2:4][CH3:5])[CH:6]1[C:7](=[O:21])[NH:8][CH2:9][CH:10]([CH:12]([O:13][SiH:14]([CH3:15])[CH3:16])[C:17]([CH3:18])([CH3:19])[CH3:20])[CH2:11]1.[C:31](=[O:32])([OH:33])[O-:34].[CH3:27][O+:28]([CH3:29])[CH3:30].[Cl:36][CH2:37][Cl:38].[Na+:35]>>[C:1](=[O:2])([O:3][CH2:4][CH3:5])[CH:6]1[C:7]([O:21][CH3:27])=[N:8][CH2:9][CH:10]([CH:12]([O:13][SiH:14]([CH3:15])[CH3:16])[C:17]([CH3:18])([CH3:19])[CH3:20])[CH2:11]1. The reactants are COC1=CC=C(C=C1)N1CCC(=CC1)C1=C(C=C(C=C1OC)OC)OC (1-(4-Methoxy-phenyl)-4-(2,4,6-trimethoxy-phenyl)-1,2,3,6-tetrahydro-pyridine), C1CCOC1 (THF), [BH4-].[Na+] (NaBH4), B(F)(F)F (BF3). Reaction conditions: temperature 52.5 celsius, time 1 hour. The product is COC1=CC=C(C=C1)N1CC(C(CC1)C1=C(C=C(C=C1OC)OC)OC)O (1-(4-Methoxy-phenyl)-4-(2,4,6-trimethoxy-phenyl)-piperidin-3-ol). As a reaction SMILES: [CH3:1][O:2][C:3]1[CH:8]=[CH:7][C:6]([N:9]2[CH2:14][CH:13]=[C:12]([C:15]3[C:20]([O:21][CH3:22])=[CH:19][C:18]([O:23][CH3:24])=[CH:17][C:16]=3[O:25][CH3:26])[CH2:11][CH2:10]2)=[CH:5][CH:4]=1.[BH4-].[Na+].B(F)(F)F.C1C[O:36]CC1>>[CH3:1][O:2][C:3]1[CH:4]=[CH:5][C:6]([N:9]2[CH2:10][CH2:11][CH:12]([C:15]3[C:20]([O:21][CH3:22])=[CH:19][C:18]([O:23][CH3:24])=[CH:17][C:16]=3[O:25][CH3:26])[CH:13]([OH:36])[CH2:14]2)=[CH:7][CH:8]=1 |f:1.2|. Procedure: Compound of example 118 (15 g, 42 mmol) was subjected to hydroboration using NaBH4 (2.7 g, 71.4 mmol) and BF3-etherate (12.6 g, 88.8 mmol) in THF (50 mL). Excess diborane was destroyed by the addition of water. Conc. HCl (15 mL) was added and the reaction mixture was stirred at 50-55° C. for 1 h. It was cooled to room temperature The resulting mixture was made basic (pH 12-14) using an aqueous 50% NaOH solution. 30% H2O2 (9 mL) was added and the reaction mixture was stirred at 50-55° C. for 1 h....